This data is from the Open Reaction Database (ORD), a public repository of structured organic reaction records. The task is: describe an organic reaction: reactants, conditions, products, and yield Reactants: [Li+].CC(C)[N-]C(C)C (LDA), ClC=1C2=C(N=CN1)C=CS2 (4-chloro-thieno[3,2-d]pyrimidine), CS(=O)(OC)=S (methyl methanethiosulfonate). The solvent is C1CCOC1 (THF), C1CCOC1 (THF). Reaction conditions: temperature -78 celsius, time 30 minute. Product: ClC=1C2=C(N=CN1)C=C(S2)SC (4-chloro-6-methylsulfanyl-thieno[3,2-d]pyrimidine). As a reaction SMILES: [Cl:1][C:2]1[C:3]2[S:10][CH:9]=[CH:8][C:4]=2[N:5]=[CH:6][N:7]=1.[Li+].CC([N-]C(C)C)C.[CH3:19][S:20](=S)(OC)=O>C1COCC1>[Cl:1][C:2]1[C:3]2[S:10][C:9]([S:20][CH3:19])=[CH:8][C:4]=2[N:5]=[CH:6][N:7]=1 |f:1.2|. Reported procedure: To a suspension of compound 6.2 (5 mmol) in dry THF (25 mL) was added LDA (6 mmol, 2.0 M in heptane/THF/ethylbenzene) at −78° C. under an atmosphere of N2. After stirring at −78° C. for 30 minutes, the mixture was transferred to a pre-cooled solution of methyl methanethiosulfonate (8 mmol) in of dry THF (10 mL) at −78° C. The resulting mixture was slowly warmed to room temperature and stirred for 2 hours. The reaction was quenched by the addition of several portions of sat. aq. NH4Cl, concentrat... Reactants: O=C(O)NC1CN(C(=O)NS(=O)(=O)NNC(=O)c2ccc(O)c(O)c2)C1=O, O=C(O)C(F)(F)F, CSc1ccccc1. Product: NC1CN(C(=O)NS(=O)(=O)NNC(=O)c2ccc(O)c(O)c2)C1=O. RXN SMILES: [OH:1][c:2]1[cH:3][c:4]([C:5](=[O:6])[NH:7][NH:8][S:9](=[O:10])(=[O:11])[NH:12][C:13](=[O:14])[N:15]2[C:16](=[O:23])[CH:17]([NH:19][C:20](=[O:21])[OH:22])[CH2:18]2)[cH:24][cH:25][c:26]1[OH:27].[OH:28][C:29]([C:30]([F:31])([F:32])[F:33])=[O:34].[c:35]1([S:36][CH3:37])[cH:38][cH:39][cH:40][cH:41][cH:42]1>>[OH:1][c:2]1[cH:3][c:4]([C:5](=[O:6])[NH:7][NH:8][S:9](=[O:10])(=[O:11])[NH:12][C:13](=[O:14])[N:15]2[C:16](=[O:23])[CH:17]([NH2:19])[CH2:18]2)[cH:24][cH:25][c:26]1[OH:27].